Dataset: the Open Reaction Database (ORD), a public repository of structured organic reaction records. Task: describe an organic reaction: reactants, conditions, products, and yield Starting materials: 26.3, NC(C(=O)OC)(C)C (methyl 2-amino-2-methylpropionate), C(CC)N (n-propylamine). The solvent is CO (methanol). Product: C(CC)NC(C(C)(C)N)=O (N1 -propyl-2-amino-2-methylpropionamide). RXN SMILES: [NH2:1][C:2]([CH3:8])([CH3:7])[C:3](OC)=[O:4].[CH2:9]([NH2:12])[CH2:10][CH3:11]>CO>[CH2:9]([NH:12][C:3](=[O:4])[C:2]([NH2:1])([CH3:8])[CH3:7])[CH2:10][CH3:11]. Procedure: To a solution of 26.3 parts of methyl 2-amino-2-methylpropionate in methanol is added 70 parts of n-propylamine. The mixture is placed in a bomb and left at a temperature of 100° C. for one week. The solvents are then stripped off under reduced pressure. Distillation of the residual oil affords N1 -propyl-2-amino-2-methylpropionamide, boiling at 58° C. at 0.1 mm pressure. Reactants: CC(C)N, CCO, CNc1nc(Cl)cc(NS(=O)(=O)c2ccc(N)cc2)n1. Yields the product CNc1nc(NC(C)C)cc(NS(=O)(=O)c2ccc(N)cc2)n1. Reaction SMILES: [CH3:21][CH:22]([CH3:23])[NH2:24].[CH3:25][CH2:26][OH:27].[NH2:1][c:2]1[cH:3][cH:4][c:5]([S:8](=[O:9])(=[O:10])[NH:11][c:12]2[n:13][c:14]([NH:19][CH3:20])[n:15][c:16]([Cl:18])[cH:17]2)[cH:6][cH:7]1>>[NH2:1][c:2]1[cH:3][cH:4][c:5]([S:8](=[O:9])(=[O:10])[NH:11][c:12]2[n:13][c:14]([NH:19][CH3:20])[n:15][c:16]([NH:24][CH:22]([CH3:21])[CH3:23])[cH:17]2)[cH:6][cH:7]1. Starting materials: CN(C)C=O, C(=NC1CCCCC1)=NC1CCCCC1, O=C(O)c1cccc(S(=O)(=O)Nc2c(F)cc(F)cc2F)c1, Oc1cccc2[nH]nnc12, CC1(C)OCC(C(O)CN)O1. Yields the product CC1(C)OCC(C(O)CNC(=O)c2cccc(S(=O)(=O)Nc3c(F)cc(F)cc3F)c2)O1. RXN SMILES: [CH3:59][N:60]([CH3:61])[CH:62]=[O:63].[CH:44]1([N:45]=[C:46]=[N:47][CH:48]2[CH2:49][CH2:50][CH2:51][CH2:52][CH2:53]2)[CH2:54][CH2:55][CH2:56][CH2:57][CH2:58]1.[F:1][c:2]1[c:3]([NH:10][S:11](=[O:12])(=[O:13])[c:14]2[cH:15][c:16]([C:17](=[O:18])[OH:19])[cH:20][cH:21][cH:22]2)[c:4]([F:9])[cH:5][c:6]([F:8])[cH:7]1.[OH:23][c:24]1[c:25]2[n:26][n:27][nH:28][c:29]2[cH:30][cH:31][cH:32]1.[OH:33][CH:34]([CH2:35][NH2:36])[CH:37]1[O:38][C:39]([CH3:42])([CH3:43])[O:40][CH2:41]1>>[F:1][c:2]1[c:3]([NH:10][S:11](=[O:12])(=[O:13])[c:14]2[cH:15][c:16]([C:17](=[O:18])[NH:36][CH2:35][CH:34]([OH:33])[CH:37]3[O:38][C:39]([CH3:42])([CH3:43])[O:40][CH2:41]3)[cH:20][cH:21][cH:22]2)[c:4]([F:9])[cH:5][c:6]([F:8])[cH:7]1.